Dataset: the Open Reaction Database (ORD), a public repository of structured organic reaction records. Task: describe an organic reaction: reactants, conditions, products, and yield Procedure details: 2-Bromo-1-(6-fluoro-2-methyl-3-((1-methylcyclopropyl)amino)quinoxalin-5-yl)ethanone (610) (846 mg, 56% yield) as a light yellow solid was prepared according to the procedure described for Intermediate 605, using 1-(6-fluoro-2-methyl-3-((1-methylcyclopropyl)amino)quinoxalin-5-yl)ethanone (610b) (1.18 g, 4.31 mmol) as the starting material. m/z (ESI, +ve ion) 352.1/354.1 (M+H)+. Product: BrCC(=O)C1=C2N=C(C(=NC2=CC=C1F)C)NC1(CC1)C (2-bromo-1-(6-fluoro-2-methyl-3-((1-methylcyclopropyl)amino)quinoxalin-5-yl)ethanone). The yield is 56.0%. The reactants are BrCC(=O)C1=C2N=C(C(=NC2=CC=C1F)C)NC(C)(C)C (2-bromo-1-(3-(tert-butylamino)-6-fluoro-2-methylquinoxalin-5-yl)ethanone), FC=1C(=C2N=C(C(=NC2=CC1)C)NC1(CC1)C)C(C)=O (1-(6-Fluoro-2-methyl-3-((1-methylcyclopropyl)amino)quinoxalin-5-yl)ethanone). Reaction SMILES: [Br:1][CH2:2][C:3]([C:5]1[C:14]([F:15])=[CH:13][CH:12]=[C:11]2[C:6]=1[N:7]=[C:8]([NH:17][C:18]([CH3:21])([CH3:20])[CH3:19])[C:9]([CH3:16])=[N:10]2)=[O:4].FC1C(C(=O)C)=C2C(=CC=1)N=C(C)C(NC1(C)CC1)=N2>>[Br:1][CH2:2][C:3]([C:5]1[C:14]([F:15])=[CH:13][CH:12]=[C:11]2[C:6]=1[N:7]=[C:8]([NH:17][C:18]1([CH3:21])[CH2:20][CH2:19]1)[C:9]([CH3:16])=[N:10]2)=[O:4]. Reaction SMILES: [Cl:1][CH2:2][CH:3]([CH2:4][O:5][CH2:6][CH2:7][CH2:8][CH2:9][CH2:10][CH2:11][CH2:12][CH2:13][CH2:14][CH3:15])[OH:16].[Na+:18].[OH-:17].[OH2:19]>>[CH2:2]1[CH:3]([CH2:4][O:5][CH2:6][CH2:7][CH2:8][CH2:9][CH2:10][CH2:11][CH2:12][CH2:13][CH2:14][CH3:15])[O:16]1. Starting materials: CCCCCCCCCCOCC(O)CCl, [Na+], [OH-], O. Yields the product CCCCCCCCCCOCC1CO1. Reactants: C(C)(=O)OCC (ethyl acetate), C1(=CC=CC=C1)C1CCNCC1 (4-Phenylpiperidine), FC1=CC=C(C#N)C=C1 (p-fluorobenzonitrile), C([O-])([O-])=O.[K+].[K+] (potassium carbonate). The solvent is CN1C(CCCC1)=O (N-methylpiperidone). Reaction conditions: temperature 120 celsius, time 5 hour. Yields the product C1(=CC=CC=C1)C1CCN(CC1)C1=CC=C(C=C1)C#N (4-phenyl-1-(4-cyanophenyl)piperidine). The yield is 48.7%. Reaction SMILES: [C:1]1([CH:7]2[CH2:12][CH2:11][NH:10][CH2:9][CH2:8]2)[CH:6]=[CH:5][CH:4]=[CH:3][CH:2]=1.F[C:14]1[CH:21]=[CH:20][C:17]([C:18]#[N:19])=[CH:16][CH:15]=1.C(=O)([O-])[O-].[K+].[K+].C(OCC)(=O)C>CN1CCCCC1=O>[C:1]1([CH:7]2[CH2:8][CH2:9][N:10]([C:14]3[CH:21]=[CH:20][C:17]([C:18]#[N:19])=[CH:16][CH:15]=3)[CH2:11][CH2:12]2)[CH:6]=[CH:5][CH:4]=[CH:3][CH:2]=1 |f:2.3.4|. Procedure: 4-Phenylpiperidine (0.5 g), p-fluorobenzonitrile (0.37 g) and potassium carbonate (0.78 g) are dissolved in N-methylpiperidone (5 ml), and the mixture is stirred at 120° C. for five hours. To the reaction solution is added ethyl acetate (50 ml), and the mixture is washed with water, dried over magnesium sulfate, filtered, and concentrated under reduced pressure. To the resulting residue is added methanol, and the insoluble crystals are collected by filtration, dried under reduced pressure to giv... Starting materials: O=C([O-])[O-], CCOC(=O)c1cccc(C2=C(Br)CCC2)c1, OB(O)c1cc(Cl)ccc1OCc1ccccc1, COCCOC, [K+], [K+], c1ccc(P(c2ccccc2)(c2ccccc2)[Pd](P(c2ccccc2)(c2ccccc2)c2ccccc2)(P(c2ccccc2)(c2ccccc2)c2ccccc2)P(c2ccccc2)(c2ccccc2)c2ccccc2)cc1. Product: CCOC(=O)c1cccc(C2=C(c3cc(Cl)ccc3OCc3ccccc3)CCC2)c1. RXN SMILES: [C:18](=[O:19])([O-:20])[O-:21].[CH2:1]([CH3:2])[O:3][C:4]([c:5]1[cH:6][c:7]([C:11]2=[C:12]([Br:16])[CH2:13][CH2:14][CH2:15]2)[cH:8][cH:9][cH:10]1)=[O:17].[CH2:24]([c:25]1[cH:26][cH:27][cH:28][cH:29][cH:30]1)[O:31][c:32]1[c:33]([B:39]([OH:40])[OH:41])[cH:34][c:35]([Cl:38])[cH:36][cH:37]1.[CH2:42]([CH2:43][O:44][CH3:45])[O:46][CH3:47].[K+:22].[K+:23].[cH:48]1[cH:49][cH:50][c:51]([P:52]([Pd:53]([P:54]([c:55]2[cH:56][cH:57][cH:58][cH:59][cH:60]2)([c:61]2[cH:62][cH:63][cH:64][cH:65][cH:66]2)[c:67]2[cH:68][cH:69][cH:70][cH:71][cH:72]2)([P:73]([c:74]2[cH:75][cH:76][cH:77][cH:78][cH:79]2)([c:80]2[cH:81][cH:82][cH:83][cH:84][cH:85]2)[c:86]2[cH:87][cH:88][cH:89][cH:90][cH:91]2)[P:92]([c:93]2[cH:94][cH:95][cH:96][cH:97][cH:98]2)([c:99]2[cH:100][cH:101][cH:102][cH:103][cH:104]2)[c:105]2[cH:106][cH:107][cH:108][cH:109][cH:110]2)([c:111]2[cH:112][cH:113][cH:114][cH:115][cH:116]2)[c:117]2[cH:118][cH:119][cH:120][cH:121][cH:122]2)[cH:123][cH:124]1>>[CH2:1]([CH3:2])[O:3][C:4]([c:5]1[cH:6][c:7]([C:11]2=[C:12]([c:33]3[c:32]([O:31][CH2:24][c:25]4[cH:26][cH:27][cH:28][cH:29][cH:30]4)[cH:37][cH:36][c:35]([Cl:38])[cH:34]3)[CH2:13][CH2:14][CH2:15]2)[cH:8][cH:9][cH:10]1)=[O:17]. Starting materials: [I-].C(C1=CC=CC=C1)=NC1[C@@H]2N(C(=C(CS2)C[P+](C2=CC=CC=C2)(C2=CC=CC=C2)C2=CC=CC=C2)C(=O)OC(C2=CC=CC=C2)C2=CC=CC=C2)C1=O (diphenylmethyl 7-benzylideneamino-3-[(triphenylphosphonio)methyl]-3-cephem-4-carboxylate iodide), ( 7/31/81 ), [OH-].[Na+] (NaOH). The solvent is C(Cl)Cl (CH2Cl2). Reaction conditions: temperature 5 celsius, time 1 hour. Product: C(C1=CC=CC=C1)=NC1[C@@H]2N(C(=C(CS2)C=P(C2=CC=CC=C2)(C2=CC=CC=C2)C2=CC=CC=C2)C(=O)OC(C2=CC=CC=C2)C2=CC=CC=C2)C1=O (Diphenylmethyl 7-Benzylideneamino-3-[(triphenylphosphoranylidene)methyl]-3-cephem-4-carboxylate). The yield is 94.0%. RXN SMILES: [I-].[CH:2](=[N:9][CH:10]1[C:53](=[O:54])[N:12]2[C:13]([C:37]([O:39][CH:40]([C:47]3[CH:52]=[CH:51][CH:50]=[CH:49][CH:48]=3)[C:41]3[CH:46]=[CH:45][CH:44]=[CH:43][CH:42]=3)=[O:38])=[C:14]([CH2:17][P+:18]([C:31]3[CH:36]=[CH:35][CH:34]=[CH:33][CH:32]=3)([C:25]3[CH:30]=[CH:29][CH:28]=[CH:27][CH:26]=3)[C:19]3[CH:24]=[CH:23][CH:22]=[CH:21][CH:20]=3)[CH2:15][S:16][C@H:11]12)[C:3]1[CH:8]=[CH:7][CH:6]=[CH:5][CH:4]=1.[OH-].[Na+]>C(Cl)Cl>[CH:2](=[N:9][CH:10]1[C:53](=[O:54])[N:12]2[C:13]([C:37]([O:39][CH:40]([C:41]3[CH:46]=[CH:45][CH:44]=[CH:43][CH:42]=3)[C:47]3[CH:52]=[CH:51][CH:50]=[CH:49][CH:48]=3)=[O:38])=[C:14]([CH:17]=[P:18]([C:25]3[CH:26]=[CH:27][CH:28]=[CH:29][CH:30]=3)([C:31]3[CH:36]=[CH:35][CH:34]=[CH:33][CH:32]=3)[C:19]3[CH:24]=[CH:23][CH:22]=[CH:21][CH:20]=3)[CH2:15][S:16][C@H:11]12)[C:3]1[CH:8]=[CH:7][CH:6]=[CH:5][CH:4]=1 |f:0.1,2.3|. Reported procedure: To a solution of diphenylmethyl 7-benzylideneamino-3-[(triphenylphosphonio)methyl]-3-cephem-4-carboxylate iodide (XV) [prepared according to the procedure of Japan published patent application (Kokai) No. 56-86187 (7/31/81)] (60 g, 70 mmole) in CH2Cl2 (350 ml) were added N NaOH (140 ml) and Amberlite IRA-410 (OH- form, 35 g) at 5° C. The mixture was stirred for 1 hour at 5° C. and filtered. The organic layer was separated, dried over MgSO4, concentrated to ca. 100 ml of volume and precipitated w... Reactants: ClC=1SC2=C(N1)C(C1=C(C=C2)C=C(C=C1)Cl)C=1C(NC(N(C1)C)=O)=O ((±)-5-(2,7-Dichloro-4H-benzo[5,6]cyclohepta[1,2-d]thiazol-4-yl)-1-methyl-2,4(1H,3H)-pyrimidinedione), N (ammonia). The solvent is C(C)O (ethanol). Product: NC=1SC2=C(N1)C(C1=C(C=C2)C=C(C=C1)Cl)C=1C(NC(N(C1)C)=O)=O ((±)-5-(2-Amino-7-chloro-4H-benzo[5,6]cyclohepta[1,2-d]thiazol-4-yl)-1-methyl-2,4(1H,3H)-pyrimidinedione). Reaction SMILES: Cl[C:2]1[S:3][C:4]2[CH:11]=[CH:10][C:9]3[CH:12]=[C:13]([Cl:16])[CH:14]=[CH:15][C:8]=3[CH:7]([C:17]3[C:18](=[O:25])[NH:19][C:20](=[O:24])[N:21]([CH3:23])[CH:22]=3)[C:5]=2[N:6]=1.[NH3:26]>C(O)C>[NH2:26][C:2]1[S:3][C:4]2[CH:11]=[CH:10][C:9]3[CH:12]=[C:13]([Cl:16])[CH:14]=[CH:15][C:8]=3[CH:7]([C:17]3[C:18](=[O:25])[NH:19][C:20](=[O:24])[N:21]([CH3:23])[CH:22]=3)[C:5]=2[N:6]=1. Procedure: The product from example 44 step (viii) (0.05 g) was heated with 0.88 ammonia (2 ml) and ethanol (1 ml) in a sealed tube at 100° C. for 24 h. The volatiles were removed under reduced pressure and the residue triturated with ethyl acetate and methanol mixtures to leave the title product as a yellow solid. Starting materials: CC(C)n1nc(-c2nc(C#N)c(C#N)nc2-c2ccccc2Br)ccc1=O, COc1ccc(CN)cc1, CN1CCN(C)C1=O, CCOC(C)=O, [Na+], [OH-]. Yields the product COc1ccc(CNc2nc(-c3ccccc3Br)c(-c3ccc(=O)n(C(C)C)n3)nc2C#N)cc1. RXN SMILES: [Br:1][c:2]1[c:3](-[c:8]2[n:9][c:10]([C:26]#[N:27])[c:11]([C:24]#[N:25])[n:12][c:13]2-[c:14]2[n:15][n:16]([CH:21]([CH3:22])[CH3:23])[c:17](=[O:20])[cH:18][cH:19]2)[cH:4][cH:5][cH:6][cH:7]1.[CH3:30][O:31][c:32]1[cH:33][cH:34][c:35]([CH2:36][NH2:37])[cH:38][cH:39]1.[CH3:40][N:41]1[CH2:42][CH2:43][N:44]([CH3:45])[C:46]1=[O:47].[CH3:48][CH2:49][O:50][C:51]([CH3:52])=[O:53].[Na+:29].[OH-:28]>>[Br:1][c:2]1[c:3](-[c:8]2[n:9][c:10]([NH:37][CH2:36][c:35]3[cH:34][cH:33][c:32]([O:31][CH3:30])[cH:39][cH:38]3)[c:11]([C:24]#[N:25])[n:12][c:13]2-[c:14]2[n:15][n:16]([CH:21]([CH3:22])[CH3:23])[c:17](=[O:20])[cH:18][cH:19]2)[cH:4][cH:5][cH:6][cH:7]1.